From a dataset of the Open Reaction Database (ORD), a public repository of structured organic reaction records. describe an organic reaction: reactants, conditions, products, and yield The reactants are C(C)(C)(C)NC=1SCC2(N1)CC(OC1=CC=C(C=C12)C=1C=C(C#N)C=CC1)C1=CC=CC=C1 (3-(2′-(tert-butylamino)-2-phenyl-5′H-spiro[chroman-4,4′-thiazole]-6-yl)benzonitrile), [OH-].[Na+] (NaOH). Run in Cl (HCl). Conditions: time 2 hour. Yields the product NC=1SCC2(N1)CC(OC1=CC=C(C=C12)C=1C=C(C(=O)N)C=CC1)C1=CC=CC=C1 (3-(2′-amino-2-phenyl-5′H-spiro[chroman-4,4′-thiazole]-6-yl)benzamide). Yield: 73.0%. Reaction SMILES: C([NH:5][C:6]1[S:7][CH2:8][C:9]2([C:19]3[C:14](=[CH:15][CH:16]=[C:17]([C:20]4[CH:21]=[C:22]([CH:25]=[CH:26][CH:27]=4)[C:23]#[N:24])[CH:18]=3)[O:13][CH:12]([C:28]3[CH:33]=[CH:32][CH:31]=[CH:30][CH:29]=3)[CH2:11]2)[N:10]=1)(C)(C)C.[OH-:34].[Na+]>Cl>[NH2:5][C:6]1[S:7][CH2:8][C:9]2([C:19]3[C:14](=[CH:15][CH:16]=[C:17]([C:20]4[CH:21]=[C:22]([CH:25]=[CH:26][CH:27]=4)[C:23]([NH2:24])=[O:34])[CH:18]=3)[O:13][CH:12]([C:28]3[CH:33]=[CH:32][CH:31]=[CH:30][CH:29]=3)[CH2:11]2)[N:10]=1 |f:1.2|. Procedure: A mixture of 3-(2′-(tert-butylamino)-2-phenyl-5′H-spiro[chroman-4,4′-thiazole]-6-yl)benzonitrile (30 mg, 0.066 mmol) in concentrated HCl (5 mL) was stirred at 100 for 2 h. Aqueous NaOH (6 N) was added until pH=8. The mixture was extracted with EtOAc and the organic layer was dried and concentrated to give the residue, which was purified by preparative TLC to give 3-(2′-amino-2-phenyl-5′H-spiro[chroman-4,4′-thiazole]-6-yl)benzamide (20 mg, 73%). Starting materials: CCOC(=O)CCc1n[nH]c(=O)c2cc(OC)ccc12, CC#N, O=P(Cl)(Cl)Cl. Yields the product CCOC(=O)CCc1nnc(Cl)c2cc(OC)ccc12. Reaction SMILES: [CH2:1]([CH3:2])[O:3][C:4]([CH2:5][CH2:6][c:7]1[n:8][nH:9][c:10](=[O:19])[c:11]2[cH:12][c:13]([O:17][CH3:18])[cH:14][cH:15][c:16]12)=[O:20].[CH3:26][C:27]#[N:28].[P:21]([Cl:22])([Cl:23])([Cl:24])=[O:25]>>[CH2:1]([CH3:2])[O:3][C:4]([CH2:5][CH2:6][c:7]1[n:8][n:9][c:10]([Cl:23])[c:11]2[cH:12][c:13]([O:17][CH3:18])[cH:14][cH:15][c:16]12)=[O:20]. The reactants are C(#N)C1=C(C=C(C=C1)B(O)O)F ((4-Cyano-3-fluorophenyl)boronic acid), Thiol, C(=O)(O)[O-].[Na+] (NaHCO3), ClC1=CC(=NC(=N1)NC)N1C[C@H](OC[C@H]1CC)C(=O)NC1CCCCC1 ((2S,5R)-4-[6-chloro-2-(methylamino)-4-pyrimidinyl]-N-cyclohexyl-5-ethyl-2-morpholinecarboxamide). Reagents/catalysts: C=1C=CC(=CC1)[P](C=2C=CC=CC2)(C=3C=CC=CC3)[Pd]([P](C=4C=CC=CC4)(C=5C=CC=CC5)C=6C=CC=CC6)([P](C=7C=CC=CC7)(C=8C=CC=CC8)C=9C=CC=CC9)[P](C=1C=CC=CC1)(C=1C=CC=CC1)C=1C=CC=CC1 (Pd(PPh3)4). Run in O1CCOCC1 (1,4-dioxane). Run at time 2 hour. Yields the product C(#N)C1=C(C=C(C=C1)C1=CC(=NC(=N1)NC)N1C[C@H](OC[C@H]1CC)C(=O)NC1CCCCC1)F ((2S,5R)-4-[6-(4-Cyano-3-fluorophenyl)-2-(methylamino)-4-pyrimidinyl]-N-cyclohexyl-5-ethyl-2-morpholinecarboxamide). Yield: 104.9%. As a reaction SMILES: [C:1]([C:3]1[CH:8]=[CH:7][C:6](B(O)O)=[CH:5][C:4]=1[F:12])#[N:2].Cl[C:14]1[N:19]=[C:18]([NH:20][CH3:21])[N:17]=[C:16]([N:22]2[C@H:27]([CH2:28][CH3:29])[CH2:26][O:25][C@H:24]([C:30]([NH:32][CH:33]3[CH2:38][CH2:37][CH2:36][CH2:35][CH2:34]3)=[O:31])[CH2:23]2)[CH:15]=1.C([O-])(O)=O.[Na+]>O1CCOCC1.C1C=CC([P]([Pd]([P](C2C=CC=CC=2)(C2C=CC=CC=2)C2C=CC=CC=2)([P](C2C=CC=CC=2)(C2C=CC=CC=2)C2C=CC=CC=2)[P](C2C=CC=CC=2)(C2C=CC=CC=2)C2C=CC=CC=2)(C2C=CC=CC=2)C2C=CC=CC=2)=CC=1>[C:1]([C:3]1[CH:8]=[CH:7][C:6]([C:14]2[N:19]=[C:18]([NH:20][CH3:21])[N:17]=[C:16]([N:22]3[C@H:27]([CH2:28][CH3:29])[CH2:26][O:25][C@H:24]([C:30]([NH:32][CH:33]4[CH2:38][CH2:37][CH2:36][CH2:35][CH2:34]4)=[O:31])[CH2:23]3)[CH:15]=2)=[CH:5][C:4]=1[F:12])#[N:2] |f:2.3,^1:53,55,74,93|. Reported procedure: (4-Cyano-3-fluorophenyl)boronic acid (0.261 g, 1.582 mmol) was added to a 20 mL microwave vessel followed by the addition of Pd(PPh3)4 (0.046 g, 0.040 mmol) and (2S,5R)-4-[6-chloro-2-(methylamino)-4-pyrimidinyl]-N-cyclohexyl-5-ethyl-2-morpholinecarboxamide (0.302 g, 0.791 mmol) dissolved in 1,4-dioxane (5 mL). Saturated aqueous NaHCO3 (2.5 mL) was added and the reaction was irradiated at 130° C. for 30 minutes. SiliaBond® Thiol (3.04 g, 3.96 mmol) was added to the reaction and it was stirred at ... Starting materials: acid chloride, Cl.NN1C(=O)NC(=O)C1 (1-aminohydantoin hydrochloride), N1=CC=CC=C1 (pyridine), FC1=CC=C(C=CC(=O)O)C=C1 (p-fluorocinnamic acid). Run in O=S(Cl)Cl (SOCl2). Reaction conditions: time 1 hour. Product: FC1=CC=C(C=CC(=O)NN2C(=O)NC(=O)C2)C=C1 (1-(p-fluorocinnamamido)hydantoin). As a reaction SMILES: [F:1][C:2]1[CH:12]=[CH:11][C:5]([CH:6]=[CH:7][C:8]([OH:10])=O)=[CH:4][CH:3]=1.Cl.[NH2:14][N:15]1[CH2:21][C:19](=[O:20])[NH:18][C:16]1=[O:17].N1C=CC=CC=1>O=S(Cl)Cl>[F:1][C:2]1[CH:3]=[CH:4][C:5]([CH:6]=[CH:7][C:8]([NH:14][N:15]2[CH2:21][C:19](=[O:20])[NH:18][C:16]2=[O:17])=[O:10])=[CH:11][CH:12]=1 |f:1.2|. Reported procedure: A mixture of p-fluorocinnamic acid (36 g, 0.22 mole) in SOCl2 (75 ml) was heated under reflux with stirring for 1 hour. The excess SOCl2 was removed in vacuo and the residue fluxhed with benzene. To the resulting acid chloride was added 1-aminohydantoin hydrochloride (39 g, 0.26 mole) and 250 ml of pyridine and the resulting reaction mixture was heated on the steam bath for 3 hours. The mixture was poured onto HCl/ice and the product allowed to crystallize. The reactants are CC(C)CN, CN(C)C=O, O=c1[nH]c(=S)n2c3c1cnn3C(c1cccc(F)c1)=CC2, [Na+], [OH-], OO. Yields the product CC(C)CNc1nc(=O)c2cnn3c2n1CC=C3c1cccc(F)c1. Reaction SMILES: [CH2:26]([CH:27]([CH3:28])[CH3:29])[NH2:30].[CH3:31][N:32]([CH3:33])[CH:34]=[O:35].[F:1][c:2]1[cH:3][c:4]([C:8]2=[CH:9][CH2:10][n:11]3[c:12](=[S:21])[nH:13][c:14](=[O:20])[c:15]4[cH:16][n:17][n:18]2[c:19]34)[cH:5][cH:6][cH:7]1.[Na+:23].[OH-:22].[OH:24][OH:25]>>[F:1][c:2]1[cH:3][c:4]([C:8]2=[CH:9][CH2:10][n:11]3[c:12]([NH:30][CH2:26][CH:27]([CH3:28])[CH3:29])[n:13][c:14](=[O:20])[c:15]4[cH:16][n:17][n:18]2[c:19]34)[cH:5][cH:6][cH:7]1. The reactants are Cl (hydrochloric acid), COC(C(=O)C1=CN2CCC(C3=CC=CC1=C23)OC(C)=O)=O (methyl[6-(acetyloxy)-5,6-dihydro-4H-pyrrolo[3,2,1-ij]quinolin-1-yl](oxo)acetate), N1C=C(C2=CC=CC=C12)CC(=O)N (indole-3-acetamide), CC(C)([O-])C.[K+] (potassium tert-butoxide), O1CCCC1 (tetrahyrofuran). The solvent is O (water). Conditions: temperature 0 celsius. Product: OC1CCN2C3=C(C=CC=C13)C(=C2)C=2C(NC(C2C2=CNC1=CC=CC=C21)=O)=O (3-(6-hydroxy-5,6-dihydro-4H-pyrrolo[3,2,1-ij]quinolin-1-yl)-4-(1H-indol-3-yl)-1H-pyrrole-2,5-dione). The yield is 36.0%. Reaction SMILES: CO[C:3](=[O:22])[C:4]([C:6]1[C:16]2=[C:17]3[C:12](=[CH:13][CH:14]=[CH:15]2)C(OC(=O)C)CC[N:8]3[CH:7]=1)=O.[NH:23]1[C:31]2[C:26](=[CH:27][CH:28]=[CH:29][CH:30]=2)[C:25]([CH2:32][C:33]([NH2:35])=[O:34])=[CH:24]1.CC(C)([O-])C.[K+].Cl.[O:43]1C[CH2:46][CH2:45][CH2:44]1>O>[OH:43][CH:44]1[C:16]2[C:17]3=[C:12]([C:6]([C:4]4[C:3](=[O:22])[NH:35][C:33](=[O:34])[C:32]=4[C:25]4[C:26]5[C:31](=[CH:30][CH:29]=[CH:28][CH:27]=5)[NH:23][CH:24]=4)=[CH:7][N:8]3[CH2:46][CH2:45]1)[CH:13]=[CH:14][CH:15]=2 |f:2.3|. Reported procedure: To a solution of methyl[6-(acetyloxy)-5,6-dihydro-4H-pyrrolo[3,2,1-ij]quinolin-1-yl](oxo)acetate (632 mg, 2.09 mmol) and indole-3-acetamide (328 mg, 1.88 mmol) in anhydrous tetrahyrofuran (25 mL) at 0° C. was added a solution of potassium tert-butoxide (9.3 mL, 9.3 mmol, 1M in THF) dropwise over 30 min. The mixture was stirred at 0° C., allowed to warm to room temperature and stirred for 2 h. Concentrated hydrochloric acid (1 mL) was added and the mixture stirred for 1 hour at room temperature. ...